This data is from the Open Reaction Database (ORD), a public repository of structured organic reaction records. The task is: describe an organic reaction: reactants, conditions, products, and yield Starting materials: ClC=1N=CC(=NC1)C(=O)OC (methyl 5-chloropyrazin-2-carboxylate), [H-].C(C(C)C)[Al+]CC(C)C.O1CCCC1 (diisobutyl aluminum hydride tetrahydrofuran), C([O-])(O)=O.[Na+] (sodium bicarbonate), Cl (hydrochloric acid). Run at time 15 minute. Procedure: In tetrahydrofuran (75 mL) was dissolved methyl 5-chloropyrazin-2-carboxylate (2.589 g), 1M diisobutyl aluminum hydride-tetrahydrofuran solution (30 mL) was added dropwise to the solution at 0° C., and the mixture was stirred at the same temperature for 15 minutes. To the mixture were added water and 1N hydrochloric acid, then, a saturated aqueous sodium bicarbonate solution was added to the same to make the pH to 7. The mixture was filtered through Celite, and then, extracted with chloroform 3 ... Product: ClC=1N=CC(=NC1)CO ((5-chloropyrazin-2-yl)methanol). Reaction SMILES: [Cl:1][C:2]1[N:3]=[CH:4][C:5]([C:8](OC)=[O:9])=[N:6][CH:7]=1.[H-].C([Al+]CC(C)C)C(C)C.O1CCCC1.Cl.C(=O)(O)[O-].[Na+]>O1CCCC1.O>[Cl:1][C:2]1[N:3]=[CH:4][C:5]([CH2:8][OH:9])=[N:6][CH:7]=1 |f:1.2.3,5.6|. Run in O1CCCC1 (tetrahydrofuran), O (water). Isolated yield 21.4%. The reactants are FC(C(C(F)(F)F)O)(F)F (1,1,1,3,3,3-hexafluoro-2-propanol), solid, [OH-].[Na+] (sodium hydroxide), P(OC1=CC=CC=C1)(OC1=CC=CC=C1)OC1=CC=CC=C1 (triphenyl phosphite). Reaction conditions: time 1 hour. Product: P(OC1=CC=CC=C1)(OC1=CC=CC=C1)OC(C(F)(F)F)C(F)(F)F (diphenyl 2,2,2-trifluoro-1-(trifluoromethyl)ethyl phosphite). Yield: 18.5%. As a reaction SMILES: [F:1][C:2]([F:10])([F:9])[CH:3]([OH:8])[C:4]([F:7])([F:6])[F:5].[OH-].[Na+].[P:13](OC1C=CC=CC=1)([O:21][C:22]1[CH:27]=[CH:26][CH:25]=[CH:24][CH:23]=1)[O:14][C:15]1[CH:20]=[CH:19][CH:18]=[CH:17][CH:16]=1>>[P:13]([O:8][CH:3]([C:4]([F:7])([F:6])[F:5])[C:2]([F:10])([F:9])[F:1])([O:21][C:22]1[CH:23]=[CH:24][CH:25]=[CH:26][CH:27]=1)[O:14][C:15]1[CH:16]=[CH:17][CH:18]=[CH:19][CH:20]=1 |f:1.2|. Procedure details: An amount of 28.2 mmol of 1,1,1,3,3,3-hexafluoro-2-propanol together with 0.1 mmol of solid sodium hydroxide was added to 84.6 mmol of triphenyl phosphite at a temperature of 22° C. The mixture thus formed was stirred for one hour and then heated under reflux for another hour. Then the solvent was evaporated from the mixture, giving a residue which was distilled at sub-atmospheric pressure to isolate the title compound in a yield of 18.5%, calculated on starting 1,1,1,3,3,3-hexafluoro-2-propanol... The reactants are solid, BrC1=CC(=CC=2C=C3N(C12)CCCNC3=O)C#N (7-bromo-1-oxo-2,3,4,5-tetrahydro-[1,4]diazepino[1,2-a]indole-9-carbonitrile), BrC1=CC(=CC=2C=C3N(C12)CCCNC3=O)C#N (7-bromo-1-oxo-2,3,4,5-tetrahydro-[1,4]diazepino[1,2-a]indole-9-carbonitrile), ClC=1C=C(C=CC1Cl)B(O)O (3,4-dichloro-phenylboronic acid). Yields the product ClC=1C=C(C=CC1Cl)C1=CC(=CC=2C=C3N(C12)CCCNC3=O)C#N (7-(3,4-Dichlorophenyl)-1-oxo-2,3,4,5-tetrahydro-[1,4]diazepino[1,2-a]indole-9-carbonitrile). Reaction SMILES: Br[C:2]1[C:10]2[N:9]3[CH2:11][CH2:12][CH2:13][NH:14][C:15](=[O:16])[C:8]3=[CH:7][C:6]=2[CH:5]=[C:4]([C:17]#[N:18])[CH:3]=1.[Cl:19][C:20]1[CH:21]=[C:22](B(O)O)[CH:23]=[CH:24][C:25]=1[Cl:26]>>[Cl:19][C:20]1[CH:21]=[C:22]([C:2]2[C:10]3[N:9]4[CH2:11][CH2:12][CH2:13][NH:14][C:15](=[O:16])[C:8]4=[CH:7][C:6]=3[CH:5]=[C:4]([C:17]#[N:18])[CH:3]=2)[CH:23]=[CH:24][C:25]=1[Cl:26]. Reported procedure: The title compound, off-white solid (80 mg, 86%), MS (ISP) m/z=370.4 [(M+H)+], mp 217.5° C., was prepared in accordance with the general method of example 1 from 7-bromo-1-oxo-2,3,4,5-tetrahydro-[1,4]diazepino[1,2-a]indole-9-carbonitrile (intermediate 20) (76.0 mg, 0.25 mmol) and commercially available 3,4-dichloro-phenylboronic acid (62.0 mg, 0.325 mmol). The reactants are C([O-])([O-])=O.[Ce+3].C([O-])([O-])=O.C([O-])([O-])=O.[Ce+3] (cerium carbonate). The solvent is C(C)(=O)O (acetic acid). Product: C(C)(=O)[O-].[Ce+3].C(C)(=O)[O-].C(C)(=O)[O-] (cerium acetate). RXN SMILES: [C:1](=[O:4])([O-])[O-:2].[Ce+3:5].[C:6](=[O:9])([O-])[O-:7].[C:10](=[O:13])([O-])[O-:11].[Ce+3]>C(O)(=O)C>[C:1]([O-:2])(=[O:4])[CH3:6].[Ce+3:5].[C:6]([O-:7])(=[O:9])[CH3:10].[C:10]([O-:11])(=[O:13])[CH3:1] |f:0.1.2.3.4,6.7.8.9|. Procedure details: In general, we start with a wet cerium carbonate which is treated with acetic acid to form a cerium acetate. The cerium acetate is dried and calcined suitably at a temperature of about 425° C. to 450° C. to form a high surface area ceric oxide, CeO2 (HSA ceric oxide). A mixture of 70 mole percent high surface area cerium oxide and 30 mole percent of the cerium acetate is then prepared. This mixture is wet milled with alumina in proportions that will ultimately yield about 50 to 80 weight percent... Reactants: Cl.Cl.Cl.N1C=NC(=C1)CN1CC(N(CC2=C1C=CC(=C2)C=2C=NC=CC2)C(C(F)(F)F)=O)CC2=CC=CC=C2 (2,3,4,5-Tetrahydro-1-(1H-imidazol-4-ylmethyl)-3-(phenylmethyl)-7-(3-pyridinyl)-4-(trifluoroacetyl)-1H-1,4-benzodiazepine, trihydrochloride), C(=O)(O)[O-].[Na+] (NaHCO3), FC1=CC=C(C=C1)S(=O)(=O)Cl (4-fluorobenzenesulfonyl chloride), [OH-].[Na+] (NaOH), [NH4+].[OH-] (NH4OH). Solvent: C(Cl)Cl (methylene chloride), CO (methanol). Reaction conditions: time 18 hour. Product: Cl.C(C)(=O)N1[C@@H](CN(C2=C(C1)C=C(C=C2)C2=CC=CC=C2)CC=2N=CNC2)CC2=CC=CC=C2 ((R)-4-Acetyl-2,3,4,5-tetrahydro-1-(1H-imidazol-4-ylmethyl)-7-phenyl-3-(phenylmethyl)-1H-1,4-benzodiazepine, monohydrochloride). Isolated yield 50.0%. RXN SMILES: Cl.Cl.Cl.[NH:4]1[CH:8]=[C:7]([CH2:9][N:10]2[C:16]3[CH:17]=[CH:18][C:19]([C:21]4[CH:22]=N[CH:24]=[CH:25][CH:26]=4)=[CH:20][C:15]=3[CH2:14][N:13]([C:27](=[O:32])[C:28](F)(F)F)[CH:12]([CH2:33][C:34]3[CH:39]=[CH:38][CH:37]=[CH:36][CH:35]=3)[CH2:11]2)[N:6]=[CH:5]1.[C:40]([O-])(O)=O.[Na+].FC1C=CC(S([Cl:55])(=O)=O)=CC=1.[OH-].[Na+].[NH4+].[OH-]>C(Cl)Cl.CO>[ClH:55].[C:27]([N:13]1[CH2:14][C:15]2[CH:20]=[C:19]([C:21]3[CH:22]=[CH:40][CH:24]=[CH:25][CH:26]=3)[CH:18]=[CH:17][C:16]=2[N:10]([CH2:9][C:7]2[N:6]=[CH:5][NH:4][CH:8]=2)[CH2:11][C@H:12]1[CH2:33][C:34]1[CH:35]=[CH:36][CH:37]=[CH:38][CH:39]=1)(=[O:32])[CH3:28] |f:0.1.2.3,4.5,7.8,9.10,13.14|. Procedure: To a stirred solution of Compound B (150 mg, 0.6 mmol) in methylene chloride with saturated NaHCO3 solution was added 4-fluorobenzenesulfonyl chloride (300 mg, 1.55 mmol). The mixture was stirred at room temperature for 18 h and diluted with methanol. 10 N NaOH was added and the mixture was stirred for 2 h. Concentrated NH4OH was added and the mixture was stirred for 18 h and concentrated in vacuo. The residue was partitioned between ethyl acetate and saturated NaHCO3. The organic layer was sepa...